Dataset: the Open Reaction Database (ORD), a public repository of structured organic reaction records. Task: describe an organic reaction: reactants, conditions, products, and yield The reactants are COc1cc(Nc2nc3ccccc3nc2NS(=O)(=O)c2cccc([N+](=O)[O-])c2)cc(OC)c1, CS(C)=O, O, Cl[Sn](Cl)(Cl)Cl. Yields the product COc1cc(Nc2nc3ccccc3nc2NS(=O)(=O)c2cccc(N)c2)cc(OC)c1. As a reaction SMILES: [CH3:1][O:2][c:3]1[cH:4][c:5]([NH:11][c:12]2[c:13]([NH:22][S:23](=[O:24])(=[O:25])[c:26]3[cH:27][c:28]([N+:32]([O-:33])=[O:34])[cH:29][cH:30][cH:31]3)[n:14][c:15]3[cH:16][cH:17][cH:18][cH:19][c:20]3[n:21]2)[cH:6][c:7]([O:9][CH3:10])[cH:8]1.[CH3:41][S:42]([CH3:43])=[O:44].[OH2:40].[Sn:35]([Cl:36])([Cl:37])([Cl:38])[Cl:39]>>[CH3:1][O:2][c:3]1[cH:4][c:5]([NH:11][c:12]2[c:13]([NH:22][S:23](=[O:24])(=[O:25])[c:26]3[cH:27][c:28]([NH2:32])[cH:29][cH:30][cH:31]3)[n:14][c:15]3[cH:16][cH:17][cH:18][cH:19][c:20]3[n:21]2)[cH:6][c:7]([O:9][CH3:10])[cH:8]1. Reaction conditions: time 4 hour. Procedure: A mixture of 23.44 g of 4-methyl-2-(2-nitrobenzyl)imidazole, 2.34 g of 10% palladium on charcoal and 234 ml of ethanol is hydrogenated at 42 psi (3 atmospheres) at room temperature for 4 hours. The catalyst is filtered and the filtrates are evaporated to dryness to give 4-methyl-2-(2-aminobenzyl)imidazole showing signals in the NMR spectrum at δ2.09, 3.78, 6.08. The reactants are CC=1N=C(NC1)CC1=C(C=CC=C1)[N+](=O)[O-] (4-methyl-2-(2-nitrobenzyl)imidazole). Reagents/catalysts: [Pd] (palladium on charcoal). The product is CC=1N=C(NC1)CC1=C(C=CC=C1)N (4-methyl-2-(2-aminobenzyl)imidazole). The solvent is C(C)O (ethanol). RXN SMILES: [CH3:1][C:2]1[N:3]=[C:4]([CH2:7][C:8]2[CH:13]=[CH:12][CH:11]=[CH:10][C:9]=2[N+:14]([O-])=O)[NH:5][CH:6]=1>[Pd].C(O)C>[CH3:1][C:2]1[N:3]=[C:4]([CH2:7][C:8]2[CH:13]=[CH:12][CH:11]=[CH:10][C:9]=2[NH2:14])[NH:5][CH:6]=1. The reactants are CC1(OC[C@@H](O1)CO)C ((S)-(+)-(2,2-Dimethyl-[1,3]dioxolan-4-yl)-methanol), CC1(OC[C@@H](O1)CON1C(C2=CC=CC=C2C1=O)=O)C ((R)-2-(2,2-Dimethyl-[1,3]dioxolan-4-ylmethoxy)-isoindole-1,3-dione), CNN (methylhydrazine). Run in ClCCl (dichloromethane). Reaction conditions: time 2 hour. The product is CC1(OC[C@@H](O1)CO)C ((S)-(+)-(2,2-Dimethyl-[1,3]dioxolan-4-yl)-methanol), CC1(OC[C@@H](O1)CON)C ((R)-O-(2,2-dimethyl-[1,3]dioxolan-4-ylmethyl)-hydroxylamine). The yield is 98.3%. As a reaction SMILES: [CH3:1][C:2]1([CH3:9])[O:6][C@@H:5]([CH2:7][OH:8])[CH2:4][O:3]1.[CH3:10][C:11]1([CH3:29])[O:15][C@@H:14]([CH2:16][O:17][N:18]2C(=O)C3C(=CC=CC=3)C2=O)[CH2:13][O:12]1.CNN>ClCCl>[CH3:1][C:2]1([CH3:9])[O:6][C@@H:5]([CH2:7][OH:8])[CH2:4][O:3]1.[CH3:10][C:11]1([CH3:29])[O:15][C@@H:14]([CH2:16][O:17][NH2:18])[CH2:13][O:12]1. Procedure: To a stirring solution of (S)- or (R)-2-(2,2-Dimethyl-[1,3]dioxolan-4-ylmethoxy)-isoindole-1,3-dione (74.9 g, 0.27 mol) in dichloromethane (480 mL) at 3-5° C. was added methylhydrazine (15.8 mL, 0.29 mole) dropwise. The color of the suspension turned from yellow to white. The cooling bath was removed and the mixture was stirred for 2 hrs at ambient temperature. The resulting suspension was concentrated on a rotary evaporator. To the white solid was added ether (0.5 L) and the resulting mixture w... The reactants are ClC12CC(CCC2O1)(F)Cl (1,3-dichloro-3-fluoro-7-oxabicyclo[4.1.0]heptane), ClC1(C(C(CCC1)(F)Cl)O)F (2,6-dichloro-2,6-difluorocyclohexanol), [OH-].[Na+] (sodium hydroxide). The solvent is O (water). Reaction conditions: time 15 minute. Yields the product ClC1(CC2(OC2CC1)F)F (3-chloro-1,3-difluoro-7-oxabicyclo[4.1.0]heptane). RXN SMILES: Cl[C:2]12[O:8][CH:7]1[CH2:6][CH2:5][C:4]([Cl:10])([F:9])[CH2:3]2.ClC1(F)CCCC(Cl)([F:18])C1O.[OH-].[Na+]>O>[Cl:10][C:4]1([F:9])[CH2:5][CH2:6][CH:7]2[C:2]([F:18])([O:8]2)[CH2:3]1 |f:2.3|. Procedure details: The same procedure was employed as for the preparation of 2e in Example 17: it was performed with 0.18 g (0.88 mmol) of pure alcohol 1g, 3 cm of distilled water and 0.12 g (3 mmol) of sodium hydroxide, reaction time was 1 h 15 min; ether extraction (3×12 cm). After treatment, 0.13 g of epoxide 2f were obtained (macrobore GC purity>98%). The yield of epoxide 2f was 81%. The reactants are Cl.N[C@@H](CCCCN)C(=O)O (L-lysine hydrochloride), resin. The solvent is O (water), O (water). Product: N[C@@H](CCCCN)C(=O)O (L-lysine). As a reaction SMILES: Cl.[NH2:2][C@H:3]([C:9]([OH:11])=[O:10])[CH2:4][CH2:5][CH2:6][CH2:7][NH2:8]>O>[NH2:2][C@H:3]([C:9]([OH:11])=[O:10])[CH2:4][CH2:5][CH2:6][CH2:7][NH2:8] |f:0.1|. Procedure: A solution of L-lysine hydrochloride (0.36973 mole, 67.532 g) in water (68 g) [from stream 36a in Example 9 and stream 36b in Example 11] is added to the top of a column of Amberlyte IRA-400(OH) ion exchange resin (254.54 g, 0.4073 equivalents) prewashed with water. The column is subsequently eluted with water (742 g) to provide an aqueous solution of free L-lysine from which water is partially evaporated at 60° C. and 20 mm HgA pressure. The resulting evaporation residue [stream 5a] contains fr... Reactants: S(O)(O)(=O)=O (sulfuric acid), NC1=C(C=C(C=C1)C=1OC2=C(C(C1)=O)C(=C(C=C2F)F)NCCC=C(C)C)F (2-(4-Amino-3-fluorophenyl)-6,8-difluoro-5-(4-methyl-3-pentenylamino)-4H-1-benzopyran-4-one), O (water). Run in C(C)O (ethanol). Reaction conditions: temperature 100 celsius, time 1 hour. The product is NC1=C(C=C(C=C1)C=1OC2=C(C(C1)=O)C(=C(C=C2F)F)NCCCC(C)(C)O)F (2-(4-Amino-3-fluorophenyl)-6,8-difluoro-5-(4-hydroxy-4-methylpentylamino)-4H-1-benzopyran-4-one). Isolated yield 84.0%. As a reaction SMILES: [NH2:1][C:2]1[CH:7]=[CH:6][C:5]([C:8]2[O:9][C:10]3[C:18]([F:19])=[CH:17][C:16]([F:20])=[C:15]([NH:21][CH2:22][CH2:23][CH:24]=[C:25]([CH3:27])[CH3:26])[C:11]=3[C:12](=[O:14])[CH:13]=2)=[CH:4][C:3]=1[F:28].S(=O)(=O)(O)[OH:30].O>C(O)C>[NH2:1][C:2]1[CH:7]=[CH:6][C:5]([C:8]2[O:9][C:10]3[C:18]([F:19])=[CH:17][C:16]([F:20])=[C:15]([NH:21][CH2:22][CH2:23][CH2:24][C:25]([OH:30])([CH3:26])[CH3:27])[C:11]=3[C:12](=[O:14])[CH:13]=2)=[CH:4][C:3]=1[F:28]. Procedure details: 16 mg (0.041 mmol) of Compound 137 obtained in Example 137 was dissolved in 3 mL of ethanol, 3 mL of 50% sulfuric acid was added and the mixture was stirred at 100° C. for 1 hour. The reaction solution was cooled on ice, water was added and the mixture was extracted twice with ethyl acetate. The organic layer was washed once with an aqueous saturated solution of sodium bicarbonate, once with water and once with an aqueous saturated solution of sodium chloride and dried over anhydrous sodium sulf... Product: Cc1cccc(CSc2cccc(OCc3ccc4ccccc4n3)c2)c1C(=O)OCC(C)C. Reactants: O=C([O-])O, CCOCC, ClCc1ccc2ccccc2n1, Cl, [H-], [Na+], [Na+], CN(C)C=O, Cc1cccc(CSc2cccc(O)c2)c1C(=O)OCC(C)C. RXN SMILES: [C:14](=[O:15])([OH:16])[O-:17].[CH2:49]([O:50][CH2:51][CH3:52])[CH3:53].[Cl:2][CH2:3][c:4]1[n:5][c:6]2[cH:7][cH:8][cH:9][cH:10][c:11]2[cH:12][cH:13]1.[ClH:1].[H-:42].[Na+:18].[Na+:43].[O:44]=[CH:45][N:46]([CH3:47])[CH3:48].[OH:19][c:20]1[cH:21][c:22]([S:26][CH2:27][c:28]2[c:29]([C:30](=[O:31])[O:32][CH2:33][CH:34]([CH3:35])[CH3:36])[c:37]([CH3:41])[cH:38][cH:39][cH:40]2)[cH:23][cH:24][cH:25]1>>[CH2:3]([c:4]1[n:5][c:6]2[cH:7][cH:8][cH:9][cH:10][c:11]2[cH:12][cH:13]1)[O:19][c:20]1[cH:21][c:22]([S:26][CH2:27][c:28]2[c:29]([C:30](=[O:31])[O:32][CH2:33][CH:34]([CH3:35])[CH3:36])[c:37]([CH3:41])[cH:38][cH:39][cH:40]2)[cH:23][cH:24][cH:25]1. The reactants are FC1=NC=NC(=C1)N1CCN(CC1)C(C)C1=CC=C(C=C1)F (4-fluoro-6-(4-(1-(4-fluorophenyl)ethyl)piperazin-1-yl)pyrimidine), C1=NC=CC2=CC=CC(=C12)O (isoquinolin-8-ol), C([O-])([O-])=O.[Cs+].[Cs+] (cesium carbonate), CS(=O)C (DMSO). Run in O (H2O). Conditions: temperature 115 celsius. Yields the product FC1=CC=C(C=C1)C(C)N1CCN(CC1)C1=CC(=NC=N1)OC=1C=CC=C2C=CN=CC12 (8-(6-(4-(1-(4-Fluorophenyl)ethyl)piperazin-1-yl)pyrimidin-4-yloxy)isoquinoline). As a reaction SMILES: F[C:2]1[CH:7]=[C:6]([N:8]2[CH2:13][CH2:12][N:11]([CH:14]([C:16]3[CH:21]=[CH:20][C:19]([F:22])=[CH:18][CH:17]=3)[CH3:15])[CH2:10][CH2:9]2)[N:5]=[CH:4][N:3]=1.[CH:23]1[C:32]2[C:27](=[CH:28][CH:29]=[CH:30][C:31]=2[OH:33])[CH:26]=[CH:25][N:24]=1.C(=O)([O-])[O-].[Cs+].[Cs+].CS(C)=O>O>[F:22][C:19]1[CH:20]=[CH:21][C:16]([CH:14]([N:11]2[CH2:12][CH2:13][N:8]([C:6]3[N:5]=[CH:4][N:3]=[C:2]([O:33][C:31]4[CH:30]=[CH:29][CH:28]=[C:27]5[C:32]=4[CH:23]=[N:24][CH:25]=[CH:26]5)[CH:7]=3)[CH2:9][CH2:10]2)[CH3:15])=[CH:17][CH:18]=1 |f:2.3.4|. Reported procedure: A mixture of 4-fluoro-6-(4-(1-(4-fluorophenyl)ethyl)piperazin-1-yl)pyrimidine, Example 33(a), (0.05 g, 0.17 mmol), isoquinolin-8-ol (0.037 g, 0.25 mmol, Monomer Chem, Inc.) cesium carbonate (0.081 g, 0.25 mmol), and DMSO (1 mL) was heated in a microwave synthesizer at 115° C. for 0.5 h. The reaction mixture was allowed to cool to room temperature, diluted with H2O (30 mL) and extracted with DCM (2×50 mL). The combined organic extracts were washed with H2O (2×30 mL), dried over Na2SO4, filtered, ...